Dataset: the Open Reaction Database (ORD), a public repository of structured organic reaction records. Task: describe an organic reaction: reactants, conditions, products, and yield The product is COc1ccc(N)cc1OCc1ccccc1. As a reaction SMILES: [C:30](=[O:31])([OH:32])[O-:33].[CH2:1]([c:2]1[cH:3][cH:4][cH:5][cH:6][cH:7]1)[O:8][c:9]1[c:10]([O:18][CH3:19])[cH:11][cH:12][c:13]([N+:15]([O-:16])=[O:17])[cH:14]1.[CH3:20][CH2:21][O:22][C:23](=[O:24])[CH3:25].[CH3:36][CH2:37][OH:38].[Na+:34].[OH2:26].[OH2:35].[Sn:27]([Cl:28])[Cl:29]>>[CH2:1]([c:2]1[cH:3][cH:4][cH:5][cH:6][cH:7]1)[O:8][c:9]1[c:10]([O:18][CH3:19])[cH:11][cH:12][c:13]([NH2:15])[cH:14]1. Starting materials: O=C([O-])O, COc1ccc([N+](=O)[O-])cc1OCc1ccccc1, CCOC(C)=O, CCO, [Na+], O, O, Cl[Sn]Cl.